From a dataset of the Open Reaction Database (ORD), a public repository of structured organic reaction records. describe an organic reaction: reactants, conditions, products, and yield Starting materials: COC(=O)C=CC=CCC1C2CCC(CC2)C1CNS(=O)(=O)c1ccc(Cl)cc1Cl, CS(C)=O, Cl. The product is O=C(O)C=CC=CCC1C2CCC(CC2)C1CNS(=O)(=O)c1ccc(Cl)cc1Cl. As a reaction SMILES: [CH3:1][O:2][C:3]([CH:4]=[CH:5][CH:6]=[CH:7][CH2:8][CH:9]1[CH:10]2[CH2:11][CH2:12][CH:13]([CH:14]1[CH2:15][NH:16][S:17](=[O:18])(=[O:19])[c:20]1[c:21]([Cl:27])[cH:22][c:23]([Cl:26])[cH:24][cH:25]1)[CH2:28][CH2:29]2)=[O:30].[CH3:32][S:33]([CH3:34])=[O:35].[ClH:31]>>[O:2]=[C:3]([CH:4]=[CH:5][CH:6]=[CH:7][CH2:8][CH:9]1[CH:10]2[CH2:11][CH2:12][CH:13]([CH:14]1[CH2:15][NH:16][S:17](=[O:18])(=[O:19])[c:20]1[c:21]([Cl:27])[cH:22][c:23]([Cl:26])[cH:24][cH:25]1)[CH2:28][CH2:29]2)[OH:30]. Starting materials: C1COCCO1, O, O=[Se]=O, CCOC(=O)c1cc(C(=O)c2ccc(-c3ccccc3)cc2)n(Cc2ccccn2)c1. Product: CCOC(=O)c1c[nH]c(C(=O)c2ccc(-c3ccccc3)cc2)c1. RXN SMILES: [O:32]1[CH2:33][CH2:34][O:35][CH2:36][CH2:37]1.[OH2:41].[Se:38](=[O:39])=[O:40].[n:1]1[cH:2][cH:3][cH:4][cH:5][c:6]1[CH2:7][n:8]1[cH:9][c:10]([C:27](=[O:28])[O:29][CH2:30][CH3:31])[cH:11][c:12]1[C:13]([c:14]1[cH:15][cH:16][c:17](-[c:20]2[cH:21][cH:22][cH:23][cH:24][cH:25]2)[cH:18][cH:19]1)=[O:26]>>[nH:8]1[cH:9][c:10]([C:27](=[O:28])[O:29][CH2:30][CH3:31])[cH:11][c:12]1[C:13]([c:14]1[cH:15][cH:16][c:17](-[c:20]2[cH:21][cH:22][cH:23][cH:24][cH:25]2)[cH:18][cH:19]1)=[O:26]. Starting materials: N#N (N2), COC=1C=C(C=C(C1OC)OC)B(O)O (3,4,5-Trimethoxyphenylboronic acid), COC(C1=C(C=CC=C1)Br)=O (Methyl-2-bromobenzoate), Na2CO3.10H2O. Reagents/catalysts: C=1C=CC(=CC1)[P](C=2C=CC=CC2)(C=3C=CC=CC3)[Pd]([P](C=4C=CC=CC4)(C=5C=CC=CC5)C=6C=CC=CC6)([P](C=7C=CC=CC7)(C=8C=CC=CC8)C=9C=CC=CC9)[P](C=1C=CC=CC1)(C=1C=CC=CC1)C=1C=CC=CC1 (Pd(PPh3)4). Solvent: C1(=CC=CC=C1)C (toluene), C1(=CC=CC=C1)C (toluene), O (water). Run at temperature 100 celsius, time 8 hour. Product: COC(=O)C=1C(=CC=CC1)C1=CC(=C(C(=C1)OC)OC)OC (3′,4′,5′-Trimethoxy-biphenyl-2-carboxylic acid methyl ester). Yield: 100.2%. Reaction SMILES: N#N.[CH3:3][O:4][C:5](=[O:13])[C:6]1[CH:11]=[CH:10][CH:9]=[CH:8][C:7]=1Br.[CH3:14][O:15][C:16]1[CH:17]=[C:18](B(O)O)[CH:19]=[C:20]([O:24][CH3:25])[C:21]=1[O:22][CH3:23]>C1(C)C=CC=CC=1.O.C1C=CC([P]([Pd]([P](C2C=CC=CC=2)(C2C=CC=CC=2)C2C=CC=CC=2)([P](C2C=CC=CC=2)(C2C=CC=CC=2)C2C=CC=CC=2)[P](C2C=CC=CC=2)(C2C=CC=CC=2)C2C=CC=CC=2)(C2C=CC=CC=2)C2C=CC=CC=2)=CC=1>[CH3:3][O:4][C:5]([C:6]1[C:7]([C:18]2[CH:19]=[C:20]([O:24][CH3:25])[C:21]([O:22][CH3:23])=[C:16]([O:15][CH3:14])[CH:17]=2)=[CH:8][CH:9]=[CH:10][CH:11]=1)=[O:13] |^1:40,42,61,80|. Procedure details: (The following reaction is done in an N2 atmosphere.) To a solution of Methyl-2-bromobenzoate (80) (922 mg, 4.29 mmol) in toluene (11 mL) is added Pd(PPh3)4 (297 mg, 0.26 mmol) and Na2CO3.10H2O (3.43 g, 12.00 mmol) in water (3.8 mL). Degas the resulting mixture is carefully (5 times alternating vacuum and flushing with N2). Add a solution of 3,4,5-Trimethoxyphenylboronic acid (81) (1.00 g, 4.72 mmol) in toluene (10 mL) by syringe, degas the resulting mixture again carefully and stir the resultin...